Dataset: the Open Reaction Database (ORD), a public repository of structured organic reaction records. Task: describe an organic reaction: reactants, conditions, products, and yield Starting materials: Br, [Cu]Br, O=N[O-], Nc1cc(C(=O)O)ccc1OC(F)(F)F, [Na+], O. The product is O=C(O)c1ccc(OC(F)(F)F)c(Br)c1. Reaction SMILES: [BrH:20].[Cu:22][Br:23].[N:16]([O-:17])=[O:18].[NH2:1][c:2]1[cH:3][c:4]([C:5](=[O:6])[OH:7])[cH:8][cH:9][c:10]1[O:11][C:12]([F:13])([F:14])[F:15].[Na+:19].[OH2:21]>>[c:2]1([Br:20])[cH:3][c:4]([C:5](=[O:6])[OH:7])[cH:8][cH:9][c:10]1[O:11][C:12]([F:13])([F:14])[F:15]. Starting materials: C(OC)([O-])[O-] (methyl orthoformate), CN1C(N(CC1)C)=O (1,3-dimethyl-2-imidazolidinone), S(O)(O)(=O)=O (sulfuric acid), [N+](=O)([O-])N=C1NCCCN1 (2-nitroiminohexahydropyrimidine). The product is COC(N1C(NCCC1)=N[N+](=O)[O-])OC (1-dimethoxymethyl-2-nitroiminohexahydropyrimidine). Reaction SMILES: [CH:1]([O-:5])([O-])[O:2][CH3:3].[CH3:6]N1CCN(C)C1=O.S(=O)(=O)(O)O.[N+:19]([N:22]=[C:23]1[NH:28][CH2:27][CH2:26][CH2:25][NH:24]1)([O-:21])=[O:20]>>[CH3:6][O:5][CH:1]([O:2][CH3:3])[N:24]1[CH2:25][CH2:26][CH2:27][NH:28][C:23]1=[N:22][N+:19]([O-:21])=[O:20]. Reported procedure: 20.0 g of methyl orthoformate was dropped in about 1.5 hours in a mixture of 10 g of 2-nitroiminohexahydropyrimidine, 20 ml of 1,3-dimethyl-2-imidazolidinone and 0.05 g of sulfuric acid at 150° C., followed by heating under reflux for further 1 hour while removing the resultant distillate by means of the Dean-Stark trap. After cooling to room temperature, the mixture was poured into water, and extracted with ethyl acetate. After washing with water, the extract was dried with anhydrous magnesium ... The reactants are C(C1=CC=CC=C1)N1CC=2C=C(C(=NC2CC1)C(F)(F)F)C(=O)OCC (Ethyl 6-benzyl-2-(trifluoromethyl)-5,6,7,8-tetrahydro-1,6-naphthridine-3-carboxylate), ClC(=O)OC(C)Cl (1-chloroethyl chloroformate). The solvent is ClCCl (dichloromethane). Run at temperature 45 celsius, time 20 hour. Product: Cl.FC(C1=NC=2CCNCC2C=C1C(=O)OCC)(F)F (Ethyl 2-(trifluoromethyl)-5,6,7,8-tetrahydro-1,6-naphthyridine-3-carboxylate, hydrochloride salt). Reaction SMILES: C([N:8]1[CH2:17][CH2:16][C:15]2[N:14]=[C:13]([C:18]([F:21])([F:20])[F:19])[C:12]([C:22]([O:24][CH2:25][CH3:26])=[O:23])=[CH:11][C:10]=2[CH2:9]1)C1C=CC=CC=1.[Cl:27]C(OC(Cl)C)=O>ClCCl>[ClH:27].[F:21][C:18]([F:19])([F:20])[C:13]1[C:12]([C:22]([O:24][CH2:25][CH3:26])=[O:23])=[CH:11][C:10]2[CH2:9][NH:8][CH2:17][CH2:16][C:15]=2[N:14]=1 |f:3.4|. Procedure: A solution of the product (140 mg, 0.385 mmol) from Step B in 1.5 mL of dry dichloromethane was treated with 1-chloroethyl chloroformate (0.050 mL, 0.46 mmol). The reaction mixture was warmed to 45° C. After 20 h, the solution was cooled to room temperature and concentrated under a stream of nitrogen. The resultant residue was dissolved in 3 mL of methanol and the solution was warmed at 40° C. for 2.5 h. The resultant solution was cooled and concentrated under a stream of nitrogen, and the resid... The reactants are CC(C)(C)c1ccccc1Oc1ncccc1N, CN(C)c1ccncc1, ClCCl, CC(=O)c1ccc(N=C=S)cc1. Yields the product CC(=O)c1ccc(NC(=S)Nc2cccnc2Oc2ccccc2C(C)(C)C)cc1. RXN SMILES: [C:1]([CH3:2])([CH3:3])([CH3:4])[c:5]1[c:6]([O:7][c:8]2[n:9][cH:10][cH:11][cH:12][c:13]2[NH2:14])[cH:15][cH:16][cH:17][cH:18]1.[CH3:31][N:32]([c:33]1[cH:34][cH:35][n:36][cH:37][cH:38]1)[CH3:39].[Cl:40][CH2:41][Cl:42].[N:19](=[C:20]=[S:21])[c:22]1[cH:23][cH:24][c:25]([C:28]([CH3:29])=[O:30])[cH:26][cH:27]1>>[C:1]([CH3:2])([CH3:3])([CH3:4])[c:5]1[c:6]([O:7][c:8]2[n:9][cH:10][cH:11][cH:12][c:13]2[NH:14][C:20]([NH:19][c:22]2[cH:23][cH:24][c:25]([C:28]([CH3:29])=[O:30])[cH:26][cH:27]2)=[S:21])[cH:15][cH:16][cH:17][cH:18]1.